Task: describe an organic reaction: reactants, conditions, products, and yield. Dataset: the Open Reaction Database (ORD), a public repository of structured organic reaction records Reactants: C(C)OC[C@H]1N(C(OC1)=O)C1=CC=C(C=C1)C(=O)N1CCNCC1 ((R)-4-ethoxymethyl-3-[4-(piperazine-1-carbonyl)phenyl]oxazolidin-2-one), ClC1=NC(=C(C=C1Cl)Cl)Cl (2,3,5,6-tetrachloropyridine). Yields the product C(C)OC[C@H]1N(C(OC1)=O)C1=CC=C(C=C1)C(=O)N1CCN(CC1)C1=NC(=C(C=C1Cl)Cl)Cl ((R)-4-ethoxymethyl-3-{4-[4-(3,5,6-trichloropyridin-2-yl)piperazine-1-carbonyl]phenyl}oxazolidin-2-one). Isolated yield 84.5%. As a reaction SMILES: [CH2:1]([O:3][CH2:4][C@@H:5]1[CH2:9][O:8][C:7](=[O:10])[N:6]1[C:11]1[CH:16]=[CH:15][C:14]([C:17]([N:19]2[CH2:24][CH2:23][NH:22][CH2:21][CH2:20]2)=[O:18])=[CH:13][CH:12]=1)[CH3:2].[Cl:25][C:26]1[C:31]([Cl:32])=[CH:30][C:29]([Cl:33])=[C:28](Cl)[N:27]=1>>[CH2:1]([O:3][CH2:4][C@@H:5]1[CH2:9][O:8][C:7](=[O:10])[N:6]1[C:11]1[CH:16]=[CH:15][C:14]([C:17]([N:19]2[CH2:20][CH2:21][N:22]([C:28]3[C:29]([Cl:33])=[CH:30][C:31]([Cl:32])=[C:26]([Cl:25])[N:27]=3)[CH2:23][CH2:24]2)=[O:18])=[CH:13][CH:12]=1)[CH3:2]. Procedure: By reaction and treatment in the same manner as in Example 147 and using (R)-4-ethoxymethyl-3-[4-(piperazine-1-carbonyl)phenyl]oxazolidin-2-one (500 mg) described in Preparation Example 167 and 2,3,5,6-tetrachloropyridine (488 mg), the title compound (651 mg) was obtained. Starting materials: C(C)(C)(C)OC(=O)N1CCC(CC1)COCC(C1=NC=CC=C1)N (4-[2-amino-2-(2-pyridinyl)-ethoxymethyl]piperidine-1-carboxylic acid tert-butyl ester), ClC1=CNC2=CC(=CC=C12)C(=O)O (3-chloroindole-6-carboxylic acid). The product is C(C)(C)(C)OC(=O)N1CCC(CC1)COCC(C1=NC=CC=C1)NC(=O)C1=CC=C2C(=CNC2=C1)Cl (4-{2-[(3-Chloro-1H-indole-6-carbonyl)amino]-2-(2-pyridinyl)-ethoxymethyl}piperidine-1-carboxylic acid tert-butyl ester). RXN SMILES: [C:1]([O:5][C:6]([N:8]1[CH2:13][CH2:12][CH:11]([CH2:14][O:15][CH2:16][CH:17]([NH2:24])[C:18]2[CH:23]=[CH:22][CH:21]=[CH:20][N:19]=2)[CH2:10][CH2:9]1)=[O:7])([CH3:4])([CH3:3])[CH3:2].[Cl:25][C:26]1[C:34]2[C:29](=[CH:30][C:31]([C:35](O)=[O:36])=[CH:32][CH:33]=2)[NH:28][CH:27]=1>>[C:1]([O:5][C:6]([N:8]1[CH2:13][CH2:12][CH:11]([CH2:14][O:15][CH2:16][CH:17]([NH:24][C:35]([C:31]2[CH:30]=[C:29]3[C:34]([C:26]([Cl:25])=[CH:27][NH:28]3)=[CH:33][CH:32]=2)=[O:36])[C:18]2[CH:23]=[CH:22][CH:21]=[CH:20][N:19]=2)[CH2:10][CH2:9]1)=[O:7])([CH3:4])([CH3:2])[CH3:3]. Reported procedure: Using coupling method A, 4-[2-amino-2-(2-pyridinyl)-ethoxymethyl]piperidine-1-carboxylic acid tert-butyl ester (730 mg, 2.2 mmol) and 3-chloroindole-6-carboxylic acid (468 mg, 2.4 mmol) afforded, after purification (SiO2: 10 DCM:2 EtOAc:2 Hexane:0 to 1.5 isopropyl amine), 835 mg (64%) of the title compound.